From a dataset of the Open Reaction Database (ORD), a public repository of structured organic reaction records. describe an organic reaction: reactants, conditions, products, and yield The reactants are OCCN1CCNCC1 (1-(2-Hydroxyethyl)piperazine), ClC=1C=C(CN2C(=CC3=C(C=CC=C23)OCCBr)C(=O)OC)C=CC1Cl (methyl N-(3,4-dichlorobenzyl)-4-(bromoethyloxy)indole-2-carboxylate), [I-].[K+] (potassium iodide). The solvent is C(C)#N (acetonitrile). Run at temperature 80 celsius. Product: ClC=1C=C(CN2C(=CC3=C(C=CC=C23)OCCN2CCN(CC2)CCO)C(=O)OC)C=CC1Cl (Methyl N-(3,4-Dichlorobenzyl)-4-(2-(4-(2-hydroxyethyl)piperazin-1-yl)ethoxy)indole-2-carboxylate). Isolated yield 69.8%. RXN SMILES: [OH:1][CH2:2][CH2:3][N:4]1[CH2:9][CH2:8][NH:7][CH2:6][CH2:5]1.[Cl:10][C:11]1[CH:12]=[C:13]([CH:32]=[CH:33][C:34]=1[Cl:35])[CH2:14][N:15]1[C:23]2[C:18](=[C:19]([O:24][CH2:25][CH2:26]Br)[CH:20]=[CH:21][CH:22]=2)[CH:17]=[C:16]1[C:28]([O:30][CH3:31])=[O:29].[I-].[K+]>C(#N)C>[Cl:10][C:11]1[CH:12]=[C:13]([CH:32]=[CH:33][C:34]=1[Cl:35])[CH2:14][N:15]1[C:23]2[C:18](=[C:19]([O:24][CH2:25][CH2:26][N:7]3[CH2:8][CH2:9][N:4]([CH2:3][CH2:2][OH:1])[CH2:5][CH2:6]3)[CH:20]=[CH:21][CH:22]=2)[CH:17]=[C:16]1[C:28]([O:30][CH3:31])=[O:29] |f:2.3|. Reported procedure: 1-(2-Hydroxyethyl)piperazine (175 mg) was added to a stirred solution of methyl N-(3,4-dichlorobenzyl)-4-(bromoethyloxy)indole-2-carboxylate (278 mg) and potassium iodide (10 mg) in acetonitrile (15 ml). The reaction was heated at 80° C. for 16 hours. The reaction was concentrated in vacuo and the residue dissolved in ethyl acetate, washed with water, saturated aqueous sodium chloride solution and dried (MgSO4). The solvent was removed in vacuo to give the product as a colourless oil (215 mg, 70... Starting materials: CCOC(=O)Cc1ccc(OC)c(-c2ccc(C(F)(F)F)cc2CN(CC)C(=O)NCc2ccc(Cl)cc2)c1, C1CCOC1, CO, Cl, [Li+], [OH-]. Product: CCN(Cc1cc(C(F)(F)F)ccc1-c1cc(CC(=O)O)ccc1OC)C(=O)NCc1ccc(Cl)cc1. As a reaction SMILES: [CH2:1]([CH3:2])[O:3][C:4]([CH2:5][c:6]1[cH:7][c:8](-[c:14]2[c:15]([CH2:24][N:25]([C:26](=[O:27])[NH:28][CH2:29][c:30]3[cH:31][cH:32][c:33]([Cl:36])[cH:34][cH:35]3)[CH2:37][CH3:38])[cH:16][c:17]([C:20]([F:21])([F:22])[F:23])[cH:18][cH:19]2)[c:9]([O:12][CH3:13])[cH:10][cH:11]1)=[O:39].[CH2:43]1[O:44][CH2:45][CH2:46][CH2:47]1.[CH3:48][OH:49].[ClH:42].[Li+:41].[OH-:40]>>[O:3]=[C:4]([CH2:5][c:6]1[cH:7][c:8](-[c:14]2[c:15]([CH2:24][N:25]([C:26](=[O:27])[NH:28][CH2:29][c:30]3[cH:31][cH:32][c:33]([Cl:36])[cH:34][cH:35]3)[CH2:37][CH3:38])[cH:16][c:17]([C:20]([F:21])([F:22])[F:23])[cH:18][cH:19]2)[c:9]([O:12][CH3:13])[cH:10][cH:11]1)[OH:39]. Reactants: NH4OAc, [F-].C(CCC)[N+](CCCC)(CCCC)CCCC (Tetrabutylammonium fluoride), ClC1=CC=C2C=CC(=NC2=C1)C=CC=1C=C(C=CC1)[C@H](CCC1=C(C=CC=C1)C(C)(C)OC1OCCCC1)O[Si](C(C)(C)C)(C)C (2-(2-(2-(3(S)-(3-(2-(7-chloro-2-quinolinyl)ethenyl)phenyl)-3-(dimethyl(2-methyl-2-propyl)silyloxy)propyl)phenyl)-2-propoxy)tetrahydropyran). Solvent: C1CCOC1 (THF), C1CCOC1 (THF). Conditions: time 4 hour. Yields the product ClC1=CC=C2C=CC(=NC2=C1)C=CC=1C=C(C=CC1)[C@H](CCC1=C(C=CC=C1)C(C)(C)OC1OCCCC1)O (1-(S)-(3-(2-(7-chloro-2-quinolinyl)ethenyl)phenyl)-3-(2-(2-((tetrahydropyran-2-yl)oxy)-2-propyl)phenyl)-1-propanol). Reaction SMILES: [F-].C([N+](CCCC)(CCCC)CCCC)CCC.[Cl:19][C:20]1[CH:29]=[C:28]2[C:23]([CH:24]=[CH:25][C:26]([CH:30]=[CH:31][C:32]3[CH:33]=[C:34]([C@@H:38]([O:57][Si](C)(C)C(C)(C)C)[CH2:39][CH2:40][C:41]4[CH:46]=[CH:45][CH:44]=[CH:43][C:42]=4[C:47]([O:50][CH:51]4[CH2:56][CH2:55][CH2:54][CH2:53][O:52]4)([CH3:49])[CH3:48])[CH:35]=[CH:36][CH:37]=3)=[N:27]2)=[CH:22][CH:21]=1>C1COCC1>[Cl:19][C:20]1[CH:29]=[C:28]2[C:23]([CH:24]=[CH:25][C:26]([CH:30]=[CH:31][C:32]3[CH:33]=[C:34]([C@@H:38]([OH:57])[CH2:39][CH2:40][C:41]4[CH:46]=[CH:45][CH:44]=[CH:43][C:42]=4[C:47]([O:50][CH:51]4[CH2:56][CH2:55][CH2:54][CH2:53][O:52]4)([CH3:49])[CH3:48])[CH:35]=[CH:36][CH:37]=3)=[N:27]2)=[CH:22][CH:21]=1 |f:0.1|. Reported procedure: 1.0M Tetrabutylammonium fluoride in THF (85 mL) was added slowly to a solution of the product of Step 5 (33.31 g, 47 mmol) in 250 mL of anhydrous THF at 0° C. and the mixture was left in a refrigerator overnight and at r.t. for 4 h. 25% Aq. NH4OAc was then added and the product was extracted in EtOAc, dried over Na2SO4 and purified by flash chromatography on silica with EtOAc:toluene 10:90 and 15:85, to afford the title product. Yield of Steps 4-6: 81%. The product is CCOC(=O)CCCCCCCC(Cc1c(Br)c(OC)c(OC)c(OC)c1OC)(C(=O)OCC)C(=O)OCC. As a reaction SMILES: [Br:31][c:32]1[c:33]([O:46][CH3:47])[c:34]([O:44][CH3:45])[c:35]([O:42][CH3:43])[c:36]([O:40][CH3:41])[c:37]1[CH2:38][Br:39].[CH2:1]1[O:2][CH2:3][CH2:4][CH2:5]1.[CH2:6]([CH3:7])[O:8][C:9](=[O:10])[CH:11]([C:12](=[O:13])[O:14][CH2:15][CH3:16])[CH2:17][CH2:18][CH2:19][CH2:20][CH2:21][CH2:22][CH2:23][C:24](=[O:25])[O:26][CH2:27][CH3:28].[Cl-:48].[H-:29].[NH4+:49].[Na+:30]>>[CH2:6]([CH3:7])[O:8][C:9](=[O:10])[C:11]([C:12](=[O:13])[O:14][CH2:15][CH3:16])([CH2:17][CH2:18][CH2:19][CH2:20][CH2:21][CH2:22][CH2:23][C:24](=[O:25])[O:26][CH2:27][CH3:28])[CH2:38][c:37]1[c:32]([Br:31])[c:33]([O:46][CH3:47])[c:34]([O:44][CH3:45])[c:35]([O:42][CH3:43])[c:36]1[O:40][CH3:41]. Starting materials: COc1c(Br)c(CBr)c(OC)c(OC)c1OC, C1CCOC1, CCOC(=O)CCCCCCCC(C(=O)OCC)C(=O)OCC, [Cl-], [H-], [NH4+], [Na+]. The reactants are O (water), C1(=CCCCC1)C=1SC=CC1S(=O)(=O)N (2-(1-cyclohexenyl)-3-thiophenesulfonamide), CC1=NC(=NC(=C1C(=O)OC1=CC=CC=C1)OC)N (4-methyl-6-methoxy-2-aminophenoxycarbonyl pyrimidine), N12CCCCCC2=NCCC1 (1,8-diazabicyclo[5.4.0]undec-7-ene), C(C)#N (acetonitrile). Run in C(C)(=O)O (acetic acid). Reaction conditions: time 8 hour. Yields the product C1=C(CCCC1)C=1SC=CC1S(=O)(=O)NC(=O)NC1=NC(=CC(=N1)OC)C (2-(1-Cyclohexen-2-yl)-N-[(4-methoxy-6-methylpyrimidin-2-yl)aminocarbonyl]-3-thiophenesulfonamide). Reaction SMILES: [C:1]1([C:7]2[S:8][CH:9]=[CH:10][C:11]=2[S:12](N)(=[O:14])=[O:13])[CH2:6][CH2:5][CH2:4][CH2:3][CH:2]=1.[CH3:16][C:17]1[C:22](C(OC2C=CC=CC=2)=O)=[C:21]([O:32][CH3:33])[N:20]=[C:19]([NH2:34])[N:18]=1.N12CCCN=C1CCCCC2.[OH2:46].[C:47](#[N:49])C>C(O)(=O)C>[CH:2]1[CH2:3][CH2:4][CH2:5][CH2:6][C:1]=1[C:7]1[S:8][CH:9]=[CH:10][C:11]=1[S:12]([NH:49][C:47]([NH:34][C:19]1[N:20]=[C:21]([O:32][CH3:33])[CH:22]=[C:17]([CH3:16])[N:18]=1)=[O:46])(=[O:14])=[O:13]. Procedure details: To a stirring solution of 2-(1-cyclohexenyl)-3-thiophenesulfonamide (160 mg, 0.657 mmol), and 4-methyl-6-methoxy-2-aminophenoxycarbonyl pyrimidine (180 mg, 0.69 mmol) in 15 ml of acetonitrile was added 1,8-diazabicyclo[5.4.0]undec-7-ene (105 mg, 0.69 mmol). The reaction was stirred overnight, poured into water, acidified with acetic acid and extracted with methylene chloride, dried over magnesium sulfate and concentrated to yield the desired product, 170 mg, m.p. 190°-192° C.